Task: describe an organic reaction: reactants, conditions, products, and yield. Dataset: the Open Reaction Database (ORD), a public repository of structured organic reaction records Reactants: Cc1nnn[nH]1, Cc1ccc(S(=O)(=O)N2C(CCCl)CCC2c2ccc(F)cc2)cc1. Product: Cc1ccc(S(=O)(=O)N2C(CCn3nnnc3C)CCC2c2ccc(F)cc2)cc1. RXN SMILES: [CH3:26][c:27]1[n:28][n:29][n:30][nH:31]1.[Cl:1][CH2:2][CH2:3][CH:4]1[N:5]([S:16](=[O:17])(=[O:18])[c:19]2[cH:20][cH:21][c:22]([CH3:25])[cH:23][cH:24]2)[CH:6]([c:9]2[cH:10][cH:11][c:12]([F:15])[cH:13][cH:14]2)[CH2:7][CH2:8]1>>[CH2:2]([CH2:3][CH:4]1[N:5]([S:16](=[O:17])(=[O:18])[c:19]2[cH:20][cH:21][c:22]([CH3:25])[cH:23][cH:24]2)[CH:6]([c:9]2[cH:10][cH:11][c:12]([F:15])[cH:13][cH:14]2)[CH2:7][CH2:8]1)[n:28]1[c:27]([CH3:26])[n:31][n:30][n:29]1. Starting materials: CC1(CC(C2=CC=C(C=C12)OS(=O)(=O)C(F)(F)F)=O)C (trifluoro-methanesulfonic acid 3,3-dimethyl-1-oxo-indan-5-yl ester), ClC=1C=C(C=CC1F)B(O)O (3-chloro-4-fluorophenyl boronic acid). The product is ClC=1C=C(C=CC1F)C=1C=C2C(CC(C2=CC1)=O)(C)C (5-(3-chloro-4-fluorophenyl)-3,3-dimethylindan-1-one). Reaction SMILES: [CH3:1][C:2]1([CH3:20])[C:10]2[C:5](=[CH:6][CH:7]=[C:8](OS(C(F)(F)F)(=O)=O)[CH:9]=2)[C:4](=[O:19])[CH2:3]1.[Cl:21][C:22]1[CH:23]=[C:24](B(O)O)[CH:25]=[CH:26][C:27]=1[F:28]>>[Cl:21][C:22]1[CH:23]=[C:24]([C:8]2[CH:9]=[C:10]3[C:5](=[CH:6][CH:7]=2)[C:4](=[O:19])[CH2:3][C:2]3([CH3:1])[CH3:20])[CH:25]=[CH:26][C:27]=1[F:28]. Reported procedure: The title compound was prepared from trifluoro-methanesulfonic acid 3,3-dimethyl-1-oxo-indan-5-yl ester and 3-chloro-4-fluorophenyl boronic acid according to the procedure described in example 21. MS m/z 289; HRMS: calcd for C17H14ClFO+H+, 289.07900; found (ESI, [M+H]+), 289.0785. Reactants: C(C)(C)(C)C=1C=C(C=O)C=C(C1O)C(C)(C)C (3,5-di-tert-butyl-4-hydroxybenzaldehyde), S1C(=S)NC(=O)C1 (rhodanine), C(C)(=O)O (acetic acid). Reagents/catalysts: fused sodium acetate. Product: CC(C)(C)C=1C=C(C=C(C1O)C(C)(C)C)C1C(NC(S1=C)=S)=O (5-{[3,5-bis(1,1-dimethylethyl)-4-hydroxyphenyl]}-methylene-2-thioxo-4-thiazolidinone). As a reaction SMILES: [C:1]([C:5]1[CH:6]=[C:7]([CH:10]=[C:11]([C:14]([CH3:17])([CH3:16])[CH3:15])[C:12]=1[OH:13])C=O)([CH3:4])([CH3:3])[CH3:2].[S:18]1[CH2:24][C:22](=[O:23])[NH:21][C:19]1=[S:20].[C:25](O)(=O)C>>[CH3:4][C:1]([C:5]1[CH:6]=[C:7]([CH:24]2[S:18](=[CH2:25])[C:19](=[S:20])[NH:21][C:22]2=[O:23])[CH:10]=[C:11]([C:14]([CH3:15])([CH3:16])[CH3:17])[C:12]=1[OH:13])([CH3:3])[CH3:2]. Procedure details: Form I is the predominant crystal form at temperatures from about 60° C. to about 155° C. Substantially pure Form I can be obtained in a laboratory setting by refluxing 3,5-di-tert-butyl-4-hydroxybenzaldehyde with rhodanine in glacial acetic acid using fused sodium acetate as a catalyst to form 5-{[3,5-bis(1,1-dimethylethyl)-4-hydroxyphenyl]}-methylene-2-thioxo-4-thiazolidinone. The resultant 2-thioxo-4-thiazolidinone can then be reduced with hydrogen in the presence of palladium on carbon. The ... Reactants: NC(=O)c1cc(OCc2ccccc2-c2ccc(C(F)(F)F)cc2)n(CC(=O)NC2CCCCC2OCc2ccccc2)n1, CCOC(C)=O, O=P(Cl)(Cl)Cl, c1ccncc1. The product is N#Cc1cc(OCc2ccccc2-c2ccc(C(F)(F)F)cc2)n(CC(=O)NC2CCCCC2OCc2ccccc2)n1. RXN SMILES: [CH2:1]([c:2]1[cH:3][cH:4][cH:5][cH:6][cH:7]1)[O:8][CH:9]1[CH:10]([NH:15][C:16](=[O:17])[CH2:18][n:19]2[n:20][c:21]([C:42](=[O:43])[NH2:44])[cH:22][c:23]2[O:24][CH2:25][c:26]2[c:27](-[c:32]3[cH:33][cH:34][c:35]([C:38]([F:39])([F:40])[F:41])[cH:36][cH:37]3)[cH:28][cH:29][cH:30][cH:31]2)[CH2:11][CH2:12][CH2:13][CH2:14]1.[CH3:56][CH2:57][O:58][C:59](=[O:60])[CH3:61].[P:45]([Cl:46])([Cl:47])([Cl:48])=[O:49].[cH:50]1[cH:51][cH:52][n:53][cH:54][cH:55]1>>[CH2:1]([c:2]1[cH:3][cH:4][cH:5][cH:6][cH:7]1)[O:8][CH:9]1[CH:10]([NH:15][C:16](=[O:17])[CH2:18][n:19]2[n:20][c:21]([C:42]#[N:44])[cH:22][c:23]2[O:24][CH2:25][c:26]2[c:27](-[c:32]3[cH:33][cH:34][c:35]([C:38]([F:39])([F:40])[F:41])[cH:36][cH:37]3)[cH:28][cH:29][cH:30][cH:31]2)[CH2:11][CH2:12][CH2:13][CH2:14]1. Starting materials: BrB(Br)Br, CCOCCS(=O)(=O)c1ccc(C(CC2CCCC2)c2cc3cc(F)cnc3[nH]2)cc1, ClCCl. Product: O=S(=O)(CCO)c1ccc(C(CC2CCCC2)c2cc3cc(F)cnc3[nH]2)cc1. Reaction SMILES: [B:32]([Br:33])([Br:34])[Br:35].[CH:1]1([CH2:6][CH:7]([c:8]2[cH:9][cH:10][c:11]([S:14](=[O:15])(=[O:16])[CH2:17][CH2:18][O:19][CH2:20][CH3:21])[cH:12][cH:13]2)[c:22]2[cH:23][c:24]3[c:25]([n:26][cH:27][c:28]([F:30])[cH:29]3)[nH:31]2)[CH2:2][CH2:3][CH2:4][CH2:5]1.[Cl:36][CH2:37][Cl:38]>>[CH:1]1([CH2:6][CH:7]([c:8]2[cH:9][cH:10][c:11]([S:14](=[O:15])(=[O:16])[CH2:17][CH2:18][OH:19])[cH:12][cH:13]2)[c:22]2[cH:23][c:24]3[c:25]([n:26][cH:27][c:28]([F:30])[cH:29]3)[nH:31]2)[CH2:2][CH2:3][CH2:4][CH2:5]1. The reactants are C, COc1ccc(C(C)C)cc1-c1ccc(C(F)(F)F)cc1CN(Cc1cc(OCc2ccccc2)cc(C(F)(F)F)c1)c1ncc(N2CCOCC2)cn1, CO, [Pd]. Product: COc1ccc(C(C)C)cc1-c1ccc(C(F)(F)F)cc1CN(Cc1cc(O)cc(C(F)(F)F)c1)c1ncc(N2CCOCC2)cn1. Reaction SMILES: [C:57].[CH2:1]([c:2]1[cH:3][cH:4][cH:5][cH:6][cH:7]1)[O:8][c:9]1[cH:10][c:11]([CH2:12][N:13]([c:14]2[n:15][cH:16][c:17]([N:20]3[CH2:21][CH2:22][O:23][CH2:24][CH2:25]3)[cH:18][n:19]2)[CH2:26][c:27]2[c:28](-[c:37]3[c:38]([O:46][CH3:47])[cH:39][cH:40][c:41]([CH:43]([CH3:44])[CH3:45])[cH:42]3)[cH:29][cH:30][c:31]([C:33]([F:34])([F:35])[F:36])[cH:32]2)[cH:48][c:49]([C:51]([F:52])([F:53])[F:54])[cH:50]1.[CH3:55][OH:56].[Pd:58]>>[OH:8][c:9]1[cH:10][c:11]([CH2:12][N:13]([c:14]2[n:15][cH:16][c:17]([N:20]3[CH2:21][CH2:22][O:23][CH2:24][CH2:25]3)[cH:18][n:19]2)[CH2:26][c:27]2[c:28](-[c:37]3[c:38]([O:46][CH3:47])[cH:39][cH:40][c:41]([CH:43]([CH3:44])[CH3:45])[cH:42]3)[cH:29][cH:30][c:31]([C:33]([F:34])([F:35])[F:36])[cH:32]2)[cH:48][c:49]([C:51]([F:52])([F:53])[F:54])[cH:50]1. The yield is 67.9%. Procedure details: A solution of 3-(4-chloropyrimidin-2-yl)pyrazolo[1,5-a]pyridine (Preparation 33, 130 mg, 0.56 mmol) and (R)-tert-butyl 3-aminopiperidine-1-carboxylate (326 mg, 1.63 mmol) in ethanol (5 mL) was heated overnight at 100° C. After cooling to ambient temperature, the solvent was evaporated under reduced pressure and the residue was taken up in a mixture of chloroform and water. The aqueous layer was separated and washed with chloroform (×2). The combined organic extracts were dried (MgSO4) and evapor... Reactants: ClC1=NC(=NC=C1)C=1C=NN2C1C=CC=C2 (3-(4-chloropyrimidin-2-yl)pyrazolo[1,5-a]pyridine), N[C@H]1CN(CCC1)C(=O)OC(C)(C)C ((R)-tert-butyl 3-aminopiperidine-1-carboxylate). Reaction SMILES: Cl[C:2]1[CH:7]=[CH:6][N:5]=[C:4]([C:8]2[CH:9]=[N:10][N:11]3[CH:16]=[CH:15][CH:14]=[CH:13][C:12]=23)[N:3]=1.[NH2:17][C@@H:18]1[CH2:23][CH2:22][CH2:21][N:20]([C:24]([O:26][C:27]([CH3:30])([CH3:29])[CH3:28])=[O:25])[CH2:19]1>C(O)C>[N:10]1[N:11]2[CH:16]=[CH:15][CH:14]=[CH:13][C:12]2=[C:8]([C:4]2[N:3]=[C:2]([NH:17][C@@H:18]3[CH2:23][CH2:22][CH2:21][N:20]([C:24]([O:26][C:27]([CH3:30])([CH3:29])[CH3:28])=[O:25])[CH2:19]3)[CH:7]=[CH:6][N:5]=2)[CH:9]=1. Yields the product N1=CC(=C2N1C=CC=C2)C2=NC=CC(=N2)N[C@H]2CN(CCC2)C(=O)OC(C)(C)C ((R)-Tert-Butyl 3-(2-(pyrazolo[1,5-a]pyridin-3-yl)pyrimidin-4-ylamino)piperidine-1-carboxylate). Solvent: C(C)O (ethanol).